Task: describe an organic reaction: reactants, conditions, products, and yield. Dataset: the Open Reaction Database (ORD), a public repository of structured organic reaction records Starting materials: N1([C@H](C(=O)O)CCC1)C(=O)OCC1=CC=CC=C1 (Z-Pro-OH), OCC(C)=O (hydroxyl-acetone), C1CCC(CC1)N=C=NC2CCCCC2 (DCC). The reagents and catalysts are CN(C)C=1C=CN=CC1 (DMAP). Run in ClCCl (dichloromethane), ClCCl (dichloromethane). Run at temperature 0 celsius. Product: O=C(COC(=O)[C@H]1N(CCC1)C(=O)OCC1=CC=CC=C1)C ((S)-Pyrrolidine-1,2-dicarboxylic acid 1-benzyl ester 2-(2-oxo-propyl) ester). RXN SMILES: [N:1]1([C:9]([O:11][CH2:12][C:13]2[CH:18]=[CH:17][CH:16]=[CH:15][CH:14]=2)=[O:10])[CH2:8][CH2:7][CH2:6][C@H:2]1[C:3]([OH:5])=[O:4].O[CH2:20][C:21](=[O:23])[CH3:22].C1CCC(N=C=NC2CCCCC2)CC1>CN(C1C=CN=CC=1)C.ClCCl>[O:23]=[C:21]([CH3:22])[CH2:20][O:4][C:3]([C@@H:2]1[CH2:6][CH2:7][CH2:8][N:1]1[C:9]([O:11][CH2:12][C:13]1[CH:14]=[CH:15][CH:16]=[CH:17][CH:18]=1)=[O:10])=[O:5]. Reported procedure: To a solution of 2.0 g Z-Pro-OH n 20 ml dichloromethane were added 0.58 ml hydroxyl-acetone and 10 mg DMAP. The solution was cooled to 0° C. and a solution of 1.7 g DCC in 20 ml dichloromethane was added dropwise. The suspension was allowed to warm to RT for 16 h before being filtered over a short plug of Celite. The reaction mixture was washed with dichloro-methane and the combined wash solutions evaporated. The residue thus obtained was purified by chromatography on silica using heptane/ethyl ... Starting materials: N(=O)OCCC(C)C (isoamyl nitrite), Cl (hydrogen chloride), FC1=C(C=CC(=C1)F)CC(C)=O (1-(2,4-difluoro-phenyl)-propane-2-one). Solvent: CC1CCCCC1 (methylcyclohexane). Conditions: temperature 32.5 celsius, time 15 minute. The product is FC1=C(C=CC(=C1)F)\C(\C(C)=O)=N/O ((E)-1-(2,4-difluoro-phenyl)-propane-1,2-dione 1-oxime). Yield: 92.2%. RXN SMILES: [F:1][C:2]1[CH:7]=[C:6]([F:8])[CH:5]=[CH:4][C:3]=1[CH2:9][C:10](=[O:12])[CH3:11].[N:13](OCCC(C)C)=[O:14].Cl>CC1CCCCC1>[F:1][C:2]1[CH:7]=[C:6]([F:8])[CH:5]=[CH:4][C:3]=1/[C:9](=[N:13]\[OH:14])/[C:10](=[O:12])[CH3:11]. Procedure details: A solution of 140.2 g (0.80 mol) of 1-(2,4-difluoro-phenyl)-propane-2-one in 550 g of methylcyclohexane is warmed up to 30-35° C. Over a period of 2 hours 96.6 g (0.80 mol) of isoamyl nitrite is added while a slow stream of dry hydrogen chloride is fed subsurface into the reactor. Following the end of the addition the batch is stirred for 15 minutes at 30-35° C. before the suspension is cooled to 0° C. The product is isolated by filtration and the filter cake is washed with 150 g of methylcycloh...